This data is from the Open Reaction Database (ORD), a public repository of structured organic reaction records. The task is: describe an organic reaction: reactants, conditions, products, and yield Reactants: CO, CCO, O=C1OCC2CCCCC12, ClCCl, N. Yields the product NC(=O)C1CCCCC1CO. As a reaction SMILES: [CH3:12][OH:13].[CH3:17][CH2:18][OH:19].[CH:1]12[CH2:2][CH2:3][CH2:4][CH2:5][CH:6]1[C:7](=[O:10])[O:8][CH2:9]2.[Cl:14][CH2:15][Cl:16].[NH3:11]>>[CH:1]1([CH2:9][OH:8])[CH2:2][CH2:3][CH2:4][CH2:5][CH:6]1[C:7](=[O:10])[NH2:11]. Reactants: C1CCOC1, Cl, O=S(=O)(NCCNCCOc1ccccc1C(F)(F)F)c1cccc2c(Cl)nccc12. Product: Cl, O=S(=O)(NCCNCCOc1ccccc1C(F)(F)F)c1cccc2c(O)nccc12. Reaction SMILES: [CH2:33]1[CH2:36][CH2:35][CH2:34][O:37]1.[ClH:1].[F:2][C:3]([c:4]1[c:5]([O:6][CH2:7][CH2:8][NH:9][CH2:10][CH2:11][NH:12][S:13](=[O:14])(=[O:15])[c:16]2[c:17]3[cH:18][cH:19][n:20][c:21]([Cl:26])[c:22]3[cH:23][cH:24][cH:25]2)[cH:27][cH:28][cH:29][cH:30]1)([F:31])[F:32]>>[ClH:26].[F:2][C:3]([c:4]1[c:5]([O:6][CH2:7][CH2:8][NH:9][CH2:10][CH2:11][NH:12][S:13](=[O:14])(=[O:15])[c:16]2[c:17]3[cH:18][cH:19][n:20][c:21]([OH:37])[c:22]3[cH:23][cH:24][cH:25]2)[cH:27][cH:28][cH:29][cH:30]1)([F:31])[F:32].